Dataset: the Open Reaction Database (ORD), a public repository of structured organic reaction records. Task: describe an organic reaction: reactants, conditions, products, and yield The reactants are CCO, CN1C(=O)C(C)(C)CN(C2CCCC2)c2nc(Cl)ncc21, Cl, Cc1cc(C(=O)O)ccc1N, O. Product: Cc1cc(C(=O)O)ccc1Nc1ncc2c(n1)N(C1CCCC1)CC(C)(C)C(=O)N2C. Reaction SMILES: [CH3:33][CH2:34][OH:35].[Cl:1][c:2]1[n:3][cH:4][c:5]2[c:6]([n:21]1)[N:7]([CH:16]1[CH2:17][CH2:18][CH2:19][CH2:20]1)[CH2:8][C:9]([CH3:14])([CH3:15])[C:10](=[O:13])[N:11]2[CH3:12].[ClH:36].[NH2:22][c:23]1[c:24]([CH3:32])[cH:25][c:26]([C:27](=[O:28])[OH:29])[cH:30][cH:31]1.[OH2:37]>>[c:2]1([NH:22][c:23]2[c:24]([CH3:32])[cH:25][c:26]([C:27](=[O:28])[OH:29])[cH:30][cH:31]2)[n:3][cH:4][c:5]2[c:6]([n:21]1)[N:7]([CH:16]1[CH2:17][CH2:18][CH2:19][CH2:20]1)[CH2:8][C:9]([CH3:14])([CH3:15])[C:10](=[O:13])[N:11]2[CH3:12].